From a dataset of the Open Reaction Database (ORD), a public repository of structured organic reaction records. describe an organic reaction: reactants, conditions, products, and yield Procedure details: This reaction was carried out as described in Example 40, step c, using 5-(3-bromophenyl)-1H-[1,2,4]triazole (1.60 g, 7.2 mmol), K2CO3 (2.47 g, 17.8 mmol) and MeI (667 μl, 10.7 mmol). The residue was purified by column chromatography (silica gel, 80% Et2O/isohexane) to yield first 5-(3-bromophenyl)-1-methyl-1H-[1,2,4]triazole (190 mg, 11%), and then the solvent polarity was increased to 100% EtOAc to yield 3-(3-bromophenyl)-1-methyl-1H-[1,2,4]triazole (935 mg, 55%). RXN SMILES: [Br:1][C:2]1[CH:3]=[C:4]([C:8]2[NH:12][N:11]=[CH:10][N:9]=2)[CH:5]=[CH:6][CH:7]=1.[C:13]([O-])([O-])=O.[K+].[K+].CI>>[Br:1][C:2]1[CH:3]=[C:4]([C:8]2[N:12]([CH3:13])[N:11]=[CH:10][N:9]=2)[CH:5]=[CH:6][CH:7]=1 |f:1.2.3|. The yield is 11.1%. Product: BrC=1C=C(C=CC1)C1=NC=NN1C (5-(3-bromophenyl)-1-methyl-1H-[1,2,4]triazole). Starting materials: BrC=1C=C(C=CC1)C1=NC=NN1 (5-(3-bromophenyl)-1H-[1,2,4]triazole), C(=O)([O-])[O-].[K+].[K+] (K2CO3), CI (MeI). The reactants are [H-], CI, O=[N+]([O-])c1cccc(NS(=O)(=O)c2ccccc2)c1, [Na+], CN(C)C=O. The product is CN(c1cccc([N+](=O)[O-])c1)S(=O)(=O)c1ccccc1. RXN SMILES: [H-:2].[I:22][CH3:23].[N+:3](=[O:4])([O-:5])[c:6]1[cH:7][c:8]([NH:12][S:13](=[O:14])(=[O:15])[c:16]2[cH:17][cH:18][cH:19][cH:20][cH:21]2)[cH:9][cH:10][cH:11]1.[Na+:1].[O:24]=[CH:25][N:26]([CH3:27])[CH3:28]>>[N+:3](=[O:4])([O-:5])[c:6]1[cH:7][c:8]([N:12]([S:13](=[O:14])(=[O:15])[c:16]2[cH:17][cH:18][cH:19][cH:20][cH:21]2)[CH3:23])[cH:9][cH:10][cH:11]1. The reactants are COC(=O)C=Cc1ccccc1Oc1ccc(CC(NC(=O)OC(C)(C)C)C(=O)O)cc1, CO, [H][H]. Yields the product COC(=O)CCc1ccccc1Oc1ccc(CC(NC(=O)OC(C)(C)C)C(=O)O)cc1. Reaction SMILES: [CH3:1][O:2][C:3]([CH:4]=[CH:5][c:6]1[c:7]([O:12][c:13]2[cH:14][cH:15][c:16]([CH2:19][CH:20]([C:21](=[O:22])[OH:23])[NH:24][C:25](=[O:26])[O:27][C:28]([CH3:29])([CH3:30])[CH3:31])[cH:17][cH:18]2)[cH:8][cH:9][cH:10][cH:11]1)=[O:32].[CH3:35][OH:36].[H:33][H:34]>>[CH3:1][O:2][C:3]([CH2:4][CH2:5][c:6]1[c:7]([O:12][c:13]2[cH:14][cH:15][c:16]([CH2:19][CH:20]([C:21](=[O:22])[OH:23])[NH:24][C:25](=[O:26])[O:27][C:28]([CH3:29])([CH3:30])[CH3:31])[cH:17][cH:18]2)[cH:8][cH:9][cH:10][cH:11]1)=[O:32]. As a reaction SMILES: [F:1][C:2]1[CH:10]=[C:9]2[C:5]([C:6]([OH:11])=[N:7][NH:8]2)=[CH:4][CH:3]=1.[F:12][C:13]([F:24])([F:23])[CH:14]1[CH2:19][CH2:18][N:17]([C:20](Cl)=[O:21])[CH2:16][CH2:15]1>>[F:12][C:13]([F:24])([F:23])[CH:14]1[CH2:19][CH2:18][N:17]([C:20]([O:11][C:6]2[C:5]3[C:9](=[CH:10][C:2]([F:1])=[CH:3][CH:4]=3)[N:8]([C:20]([N:17]3[CH2:16][CH2:15][CH:14]([C:13]([F:23])([F:12])[F:24])[CH2:19][CH2:18]3)=[O:21])[N:7]=2)=[O:21])[CH2:16][CH2:15]1. Procedure: In analogy to example 1, 200 mg (1.315 mmol) of 6-fluoro-1H-indazol-3-ol were reacted with 340 mg (1.578 mmol) of 4-trifluoromethylpiperidine-1-carbonyl chloride. Yield: 8 mg (1%), M+H+: 511.36. The product is FC(C1CCN(CC1)C(=O)OC1=NN(C2=CC(=CC=C12)F)C(=O)N1CCC(CC1)C(F)(F)F)(F)F (6-Fluoro-1-(4-trifluoromethylpiperidine-1-carbonyl)-1H-indazol-3-yl 4-trifluoromethyl-piperidine-1-carboxylate). Starting materials: FC1=CC=C2C(=NNC2=C1)O (6-fluoro-1H-indazol-3-ol), FC(C1CCN(CC1)C(=O)Cl)(F)F (4-trifluoromethylpiperidine-1-carbonyl chloride).